This data is from the Open Reaction Database (ORD), a public repository of structured organic reaction records. The task is: describe an organic reaction: reactants, conditions, products, and yield The product is COc1nc(C)c(Br)c2c1CCCC2. As a reaction SMILES: [Ag+:24].[Ag+:25].[Br:1][c:2]1[c:3]([CH3:13])[nH:4][c:5](=[O:12])[c:6]2[c:11]1[CH2:10][CH2:9][CH2:8][CH2:7]2.[C:20](=[O:21])([O-:22])[O-:23].[CH3:14][I:15].[CH:16]([Cl:17])([Cl:18])[Cl:19]>>[Br:1][c:2]1[c:3]([CH3:13])[n:4][c:5]([O:12][CH3:14])[c:6]2[c:11]1[CH2:10][CH2:9][CH2:8][CH2:7]2. The reactants are [Ag+], [Ag+], Cc1[nH]c(=O)c2c(c1Br)CCCC2, O=C([O-])[O-], CI, ClC(Cl)Cl. The product is CC(C)Oc1cc(C(=O)O)cc(C(=O)c2ncc(C(=O)O)cc2N)c1. Reactants: O=C([O-])[O-], C1CCOC1, CC(C)Oc1cc(CO)cc(C(=O)c2ncc(C(=O)O)cc2N)c1, [K+], [K+]. Reaction SMILES: [C:25]([O-:26])(=[O:27])[O-:28].[CH2:31]1[O:32][CH2:33][CH2:34][CH2:35]1.[CH:1]([CH3:2])([CH3:3])[O:4][c:5]1[cH:6][c:7]([C:8](=[O:9])[c:10]2[n:11][cH:12][c:13]([C:17](=[O:18])[OH:19])[cH:14][c:15]2[NH2:16])[cH:20][c:21]([CH2:23][OH:24])[cH:22]1.[K+:29].[K+:30]>>[CH:1]([CH3:2])([CH3:3])[O:4][c:5]1[cH:6][c:7]([C:8](=[O:9])[c:10]2[n:11][cH:12][c:13]([C:17](=[O:18])[OH:19])[cH:14][c:15]2[NH2:16])[cH:20][c:21]([C:23](=[O:24])[OH:26])[cH:22]1. Starting materials: C(C)(=O)OC(C)=O (acetic anhydride), Formula III, C(CC)(=O)OC(CC)=O (propanoic anhydride), C(CC)(=O)N[C@@H](C(=O)NCC1=CC=CC=C1)COC ((2R)-2-propanoylamino-N-benzyl-3-methoxypropionamide). The product is CC(=O)N[C@H](COC)C(=O)NCC=1C=CC=CC1 (lacosamide). RXN SMILES: C(OC(=O)C)(=O)C.C(OC(=O)CC)(=O)CC.[C:17]([NH:21][C@H:22]([CH2:33][O:34][CH3:35])[C:23]([NH:25][CH2:26][C:27]1[CH:32]=[CH:31][CH:30]=[CH:29][CH:28]=1)=[O:24])(=[O:20])[CH2:18]C>>[CH3:18][C:17]([NH:21][C@@H:22]([C:23]([NH:25][CH2:26][C:27]1[CH:28]=[CH:29][CH:30]=[CH:31][CH:32]=1)=[O:24])[CH2:33][O:34][CH3:35])=[O:20]. Procedure details: The present inventors also observed that commercially available acetic anhydride contained some percentage of propanoic anhydride. As a result, during the last acetylation step (figure I), (2R)-2-propanoylamino-N-benzyl-3-methoxypropionamide of Formula III (hereinafter referred as “Impurity-B”) is obtained as an impurity along with lacosamide. Reactants: O=C=NCCCl, N#Cc1cccc(N)c1, C1COCCO1. The product is N#Cc1cccc(NC(=O)NCCCl)c1. Reaction SMILES: [Cl:10][CH2:11][CH2:12][N:13]=[C:14]=[O:15].[NH2:1][c:2]1[cH:3][c:4]([C:5]#[N:6])[cH:7][cH:8][cH:9]1.[O:16]1[CH2:17][CH2:18][O:19][CH2:20][CH2:21]1>>[NH:1]([c:2]1[cH:3][c:4]([C:5]#[N:6])[cH:7][cH:8][cH:9]1)[C:14]([NH:13][CH2:12][CH2:11][Cl:10])=[O:15]. Starting materials: CC1=CC=C(C=C1)B(O)O (4-Methylphenylboronic acid), ClC=1C=C(C(=O)OCC)C=CN1 (ethyl 2-chloroisonicotinate). The product is CC1=CC=C(C=C1)C=1C=C(C(=O)OCC)C=CN1 (ethyl 2-(4-methylphenyl)isonicotinate). RXN SMILES: [CH3:1][C:2]1[CH:7]=[CH:6][C:5](B(O)O)=[CH:4][CH:3]=1.Cl[C:12]1[CH:13]=[C:14]([CH:20]=[CH:21][N:22]=1)[C:15]([O:17][CH2:18][CH3:19])=[O:16]>>[CH3:1][C:2]1[CH:7]=[CH:6][C:5]([C:12]2[CH:13]=[C:14]([CH:20]=[CH:21][N:22]=2)[C:15]([O:17][CH2:18][CH3:19])=[O:16])=[CH:4][CH:3]=1. Procedure details: 4-Methylphenylboronic acid (161 mg) and ethyl 2-chloroisonicotinate (200 mg) were treated in the same manner as in Preparation Example 1 to obtain the title compound. Starting materials: C(C)(=O)N1C(C(C2=CC=C(C=C12)C(=O)OC)=C(C1=CC=CC=C1)OCC)=O (1-acetyl-3-(1-ethoxy-1-phenylmethylene)-6-methoxycarbonyl-2-indolinone), CN(CCC(=O)N(C1=CC=C(C=C1)N)CC1=CC=CC=C1)C (N-((2-dimethylamino-ethyl)-carbonyl)-N-benzyl-p-phenylenediamine). Product: CN(CCC(=O)N(CC1=CC=CC=C1)C1=CC=C(N\C(\C2=CC=CC=C2)=C\2/C(NC3=CC(=CC=C23)C(=O)OC)=O)C=C1)C (3-Z-[1-(4-(N-((2-dimethylamino-ethyl)-carbonyl)-N-benzyl-amino)-anilino)-1-phenyl-methylene]-6-methoxycarbonyl-2-indolinone). Reaction SMILES: C([N:4]1[C:12]2[C:7](=[CH:8][CH:9]=[C:10]([C:13]([O:15][CH3:16])=[O:14])[CH:11]=2)[C:6](=[C:17](OCC)[C:18]2[CH:23]=[CH:22][CH:21]=[CH:20][CH:19]=2)[C:5]1=[O:27])(=O)C.[CH3:28][N:29]([CH3:49])[CH2:30][CH2:31][C:32]([N:34]([CH2:42][C:43]1[CH:48]=[CH:47][CH:46]=[CH:45][CH:44]=1)[C:35]1[CH:40]=[CH:39][C:38]([NH2:41])=[CH:37][CH:36]=1)=[O:33]>>[CH3:49][N:29]([CH3:28])[CH2:30][CH2:31][C:32]([N:34]([C:35]1[CH:36]=[CH:37][C:38]([NH:41]/[C:17](=[C:6]2\[C:5](=[O:27])[NH:4][C:8]3[C:7]\2=[CH:12][CH:11]=[C:10]([C:13]([O:15][CH3:16])=[O:14])[CH:9]=3)/[C:18]2[CH:23]=[CH:22][CH:21]=[CH:20][CH:19]=2)=[CH:39][CH:40]=1)[CH2:42][C:43]1[CH:48]=[CH:47][CH:46]=[CH:45][CH:44]=1)=[O:33]. Procedure: Prepared from 1-acetyl-3-(1-ethoxy-1-phenylmethylene)-6-methoxycarbonyl-2-indolinone and N-((2-dimethylamino-ethyl)-carbonyl)-N-benzyl-p-phenylenediamine Rf value: 0.1 (silica gel, methylene chloride/methanol=10:1) C31H34N4O4 Reactants: C(C)OC(=O)C=1N=C(SC1)C1=NOC(=C1)C (2-(5-methyl-isoxazol-3-yl)-thiazole-4-carboxylic acid ethyl ester), O.[OH-].[Li+] (lithium hydroxide monohydrate), Cl (HCl). The solvent is C1CCOC1.O (THF H2O). Conditions: time 15 hour. Yields the product CC1=CC(=NO1)C=1SC=C(N1)C(=O)O (2-(5-methyl-isoxazol-3-yl)-thiazole-4-carboxylic acid). Isolated yield 10.0%. Reaction SMILES: C([O:3][C:4]([C:6]1[N:7]=[C:8]([C:11]2[CH:15]=[C:14]([CH3:16])[O:13][N:12]=2)[S:9][CH:10]=1)=[O:5])C.O.[OH-].[Li+].Cl>C1COCC1.O>[CH3:16][C:14]1[O:13][N:12]=[C:11]([C:8]2[S:9][CH:10]=[C:6]([C:4]([OH:5])=[O:3])[N:7]=2)[CH:15]=1 |f:1.2.3,5.6|. Reported procedure: A mixture of 2-(5-methyl-isoxazol-3-yl)-thiazole-4-carboxylic acid ethyl ester (0.24 g, 1.0 mmol) and lithium hydroxide monohydrate (84 mg, 2.0 mmol) was dissolved in THF/H2O (2/1, 9 mL). The resulting reaction was allowed to stir at room temperature for about 15 hours, then acidified using 20% aqueous HCl. The solvent was removed by lyophilization to provide 2-(5-methyl-isoxazol-3-yl)-thiazole-4-carboxylic acid (21 mg). Starting materials: O=C(Cl)OCc1ccccc1, Cl, CC(N)CC(=O)O, [Na+], C1CCOC1, [OH-]. The product is CC(CC(=O)O)NC(=O)OCc1ccccc1. Reaction SMILES: [CH2:10]([c:11]1[cH:12][cH:13][cH:14][cH:15][cH:16]1)[O:17][C:18](=[O:19])[Cl:20].[ClH:21].[NH2:1][CH:2]([CH2:3][C:4](=[O:5])[OH:6])[CH3:7].[Na+:9].[O:22]1[CH2:23][CH2:24][CH2:25][CH2:26]1.[OH-:8]>>[NH:1]([CH:2]([CH2:3][C:4](=[O:5])[OH:6])[CH3:7])[C:18]([O:17][CH2:10][c:11]1[cH:12][cH:13][cH:14][cH:15][cH:16]1)=[O:19]. Reactants: CC(CCCOC=1C(OC2=C(C1O)C(=CC=C2)OCCOC(C)=O)=O)C (3-(4-methylpentyloxy)-4-hydroxy-5-(2-acetoxyethoxy)-2H-1-benzopyran-2-one), C(C)OC=1C(OC2=C(C1O)C(=CC=C2)OCCOC(C)=O)=O (3-ethoxy-4-hydroxy-5-(2-acetoxyethoxy)-2H-1-benzopyran-2-one). Yields the product CC(CCCOC=1C(OC2=C(C1O)C(=CC=C2)OCCO)=O)C (3-(4-methylpentyloxy)-4-hydroxy-5-(2-hydroxyethoxy)-2H-1-benzopyran-2-one). RXN SMILES: [CH3:1][CH:2]([CH3:26])[CH2:3][CH2:4][CH2:5][O:6][C:7]1[C:8](=[O:25])[O:9][C:10]2[CH:17]=[CH:16][CH:15]=[C:14]([O:18][CH2:19][CH2:20][O:21]C(=O)C)[C:11]=2[C:12]=1[OH:13].C(OC1C(=O)OC2C=CC=C(OCCOC(=O)C)C=2C=1O)C>>[CH3:1][CH:2]([CH3:26])[CH2:3][CH2:4][CH2:5][O:6][C:7]1[C:8](=[O:25])[O:9][C:10]2[CH:17]=[CH:16][CH:15]=[C:14]([O:18][CH2:19][CH2:20][OH:21])[C:11]=2[C:12]=1[OH:13]. Reported procedure: In the same manner as in Example 1, except that an equimolar amount of 3-(4-methylpentyloxy)-4-hydroxy-5-(2-acetoxyethoxy)-2H-1-benzopyran-2-one was used in place 3-ethoxy-4-hydroxy-5-(2-acetoxyethoxy)-2H-1-benzopyran-2-one in Example 1, the titled compound was obtained.